This data is from the Open Reaction Database (ORD), a public repository of structured organic reaction records. The task is: describe an organic reaction: reactants, conditions, products, and yield Reactants: ice water, [I-].C[S+](=O)(C)C (trimethylsulfoxonium iodide), [H-].[Na+] (NaH), C(C)(C)(C)OC(C=CC1=CC(=C(C=C1)OC(F)(F)F)C1=C(C=C2C(CC(N(C2=C1)CC)=O)(C)C)C)=O (3-[3-(1-Ethyl-4,4,6-trimethyl-2-oxo-1,2,3,4-tetrahydro-quinolin-7-yl)-4-trifluoromethoxy-phenyl]-acrylic acid tert-butyl ester). Solvent: CS(=O)C (DMSO), CS(=O)C (DMSO). Reaction conditions: temperature -10 celsius, time 35 minute. Yields the product C(C)(C)(C)OC(=O)C1C(C1)C1=CC(=C(C=C1)OC(F)(F)F)C1=C(C=C2C(CC(N(C2=C1)CC)=O)(C)C)C (2-[3-(1-ethyl-4,4,6-trimethyl-2-oxo-1,2,3,4-tetrahydro-quinolin-7-yl)-4-trifluoromethoxy-phenyl]-cyclopropanecarboxylic acid tert-butyl ester). Reaction SMILES: [I-].[CH3:2][S+](C)(C)=O.[H-].[Na+].[C:9]([O:13][C:14](=[O:44])[CH:15]=[CH:16][C:17]1[CH:22]=[CH:21][C:20]([O:23][C:24]([F:27])([F:26])[F:25])=[C:19]([C:28]2[CH:37]=[C:36]3[C:31]([C:32]([CH3:42])([CH3:41])[CH2:33][C:34](=[O:40])[N:35]3[CH2:38][CH3:39])=[CH:30][C:29]=2[CH3:43])[CH:18]=1)([CH3:12])([CH3:11])[CH3:10]>CS(C)=O>[C:9]([O:13][C:14]([CH:15]1[CH2:2][CH:16]1[C:17]1[CH:22]=[CH:21][C:20]([O:23][C:24]([F:27])([F:25])[F:26])=[C:19]([C:28]2[CH:37]=[C:36]3[C:31]([C:32]([CH3:42])([CH3:41])[CH2:33][C:34](=[O:40])[N:35]3[CH2:38][CH3:39])=[CH:30][C:29]=2[CH3:43])[CH:18]=1)=[O:44])([CH3:11])([CH3:10])[CH3:12] |f:0.1,2.3|. Reported procedure: To a round bottom flask was added trimethylsulfoxonium iodide (2.8 mmol, 0.37 g) and 60% NaH (2.8 mmol, 0.07 g) and the flask was cooled to −10° C. with an ice-water bath. DMSO 92 ML) was then added dropwise. Initially some foamy suspension was observed. The cooling bath was removed and the reaction mixture was allowed to stir at r.t. for 30-40 min till the reaction mixture became a turbid solution. Compound 2B (0.17 mmol, 0.085 g) was then dissolved in 1.5 mL DMSO and was added to the reaction ... Reactants: CCS(=O)(=O)CCNC(C)c1nc2ccc(F)cn2c(=O)c1Br, CCOC(C)=O, ClCCCl, CN1CCOCC1, CCOC(C)=O, ClCCl, O=C(O)Cc1ccc(F)c(C(F)(F)F)c1, CN(C)C=O, O, On1nnc2ccccc21. The product is CCS(=O)(=O)CCN(C(=O)Cc1ccc(F)c(C(F)(F)F)c1)C(C)c1nc2ccc(F)cn2c(=O)c1Br. RXN SMILES: [Br:1][c:2]1[c:3]([CH:14]([CH3:15])[NH:16][CH2:17][CH2:18][S:19](=[O:20])(=[O:21])[CH2:22][CH3:23])[n:4][c:5]2[n:6]([c:7]1=[O:8])[cH:9][c:10]([F:13])[cH:11][cH:12]2.[C:63]([O:64][CH2:65][CH3:66])(=[O:67])[CH3:68].[CH2:39]([Cl:40])[CH2:41][Cl:42].[CH3:53][N:54]1[CH2:55][CH2:56][O:57][CH2:58][CH2:59]1.[CH3:70][CH2:71][O:72][C:73](=[O:74])[CH3:75].[Cl:60][CH2:61][Cl:62].[F:24][c:25]1[c:26]([C:35]([F:36])([F:37])[F:38])[cH:27][c:28]([CH2:31][C:32](=[O:33])[OH:34])[cH:29][cH:30]1.[O:76]=[CH:77][N:78]([CH3:79])[CH3:80].[OH2:69].[OH:43][n:44]1[c:45]2[c:46]([cH:47][cH:48][cH:49][cH:50]2)[n:51][n:52]1>>[Br:1][c:2]1[c:3]([CH:14]([CH3:15])[N:16]([CH2:17][CH2:18][S:19](=[O:20])(=[O:21])[CH2:22][CH3:23])[C:32]([CH2:31][c:28]2[cH:27][c:26]([C:35]([F:36])([F:37])[F:38])[c:25]([F:24])[cH:30][cH:29]2)=[O:33])[n:4][c:5]2[n:6]([c:7]1=[O:8])[cH:9][c:10]([F:13])[cH:11][cH:12]2. The reactants are CON(C(=O)C1=CN=CS1)C (N-methoxy-N-methylthiazole-5-carboxamide), Intermediate 11, CN(C1=CC=C(C(=O)N(C)OC)C=C1)C (4-(dimethylamino)-N-methoxy-N-methylbenzamide), CN1C=NC=C1C(=O)C1=CN=CS1 ((1-methyl-1H-imidazol-5-yl)(thiazol-5-yl)methanone), CN1C=NC=C1C(=O)C1=CN=CS1 ((1-methyl-1H-imidazol-5-yl)(thiazol-5-yl)methanone). The product is CN(C1=CC=C(C=C1)C(=O)C1=CN=CN1C)C ((4-(Dimethylamino)phenyl)(1-methyl-1H-imidazol-5-yl)methanone). Reaction SMILES: CON(C)C(C1SC=NC=1)=O.[CH3:12][N:13]([CH3:26])[C:14]1[CH:25]=[CH:24][C:17]([C:18](N(OC)C)=[O:19])=[CH:16][CH:15]=1.[CH3:27][N:28]1[C:32](C(C2SC=NC=2)=O)=[CH:31][N:30]=[CH:29]1>>[CH3:26][N:13]([CH3:12])[C:14]1[CH:15]=[CH:16][C:17]([C:18]([C:32]2[N:28]([CH3:27])[CH:29]=[N:30][CH:31]=2)=[O:19])=[CH:24][CH:25]=1. Procedure details: The title compound was prepared by substituting N-methoxy-N-methylthiazole-5-carboxamide (Intermediate 11: step a) with 4-(dimethylamino)-N-methoxy-N-methylbenzamide then following the procedure described for the preparation of (1-methyl-1H-imidazol-5-yl)(thiazol-5-yl)methanone (Intermediate 13). The reactants are ClC1=NC=C(C=C1NS(=O)(=O)C)C1=CC(=C2C=NN(C2=C1)S(=O)(=O)C1=CC=C(C=C1)C)C=1OC(=NN1)CCl (N-(2-Chloro-5-{4-[5-(chloromethyl)-1,3,4-oxadiazol-2-yl]-1-[(4-methylphenyl)sulfonyl]-1H-indazol-6-yl}-3-pyridinyl)methanesulfonamide), [OH-].[Na+] (sodium hydroxide), CC(C)N1CCNCC1 (1-(1-methylethyl)piperazine), CC(C)N1CCNCC1 (1-(1-methylethyl)piperazine). Solvent: C(C)(C)O (isopropanol). Run at temperature 90 celsius, time 2 hour. The product is ClC1=NC=C(C=C1NS(=O)(=O)C)C1=CC(=C2C=NNC2=C1)C=1OC(=NN1)CN1CCN(CC1)C(C)C (N-{2-Chloro-5-[4-(5-{[4-(1-methylethyl)-1-piperazinyl]methyl}-1,3,4-oxadiazol-2-yl)-1H-indazol-6-yl]-3-pyridinyl}methanesulfonamide). The yield is 17.9%. Reaction SMILES: [Cl:1][C:2]1[C:7]([NH:8][S:9]([CH3:12])(=[O:11])=[O:10])=[CH:6][C:5]([C:13]2[CH:21]=[C:20]3[C:16]([CH:17]=[N:18][N:19]3S(C3C=CC(C)=CC=3)(=O)=O)=[C:15]([C:32]3[O:33][C:34]([CH2:37]Cl)=[N:35][N:36]=3)[CH:14]=2)=[CH:4][N:3]=1.[CH3:39][CH:40]([N:42]1[CH2:47][CH2:46][NH:45][CH2:44][CH2:43]1)[CH3:41].[OH-].[Na+]>C(O)(C)C>[Cl:1][C:2]1[C:7]([NH:8][S:9]([CH3:12])(=[O:10])=[O:11])=[CH:6][C:5]([C:13]2[CH:21]=[C:20]3[C:16]([CH:17]=[N:18][NH:19]3)=[C:15]([C:32]3[O:33][C:34]([CH2:37][N:45]4[CH2:46][CH2:47][N:42]([CH:40]([CH3:41])[CH3:39])[CH2:43][CH2:44]4)=[N:35][N:36]=3)[CH:14]=2)=[CH:4][N:3]=1 |f:2.3|. Procedure details: N-(2-Chloro-5-{4-[5-(chloromethyl)-1,3,4-oxadiazol-2-yl]-1-[(4-methylphenyl)sulfonyl]-1H-indazol-6-yl}-3-pyridinyl)methanesulfonamide (25 mg, 0.042 mmol) and 1-(1-methylethyl)piperazine (500 mg, 3.90 mmol) were placed a vial and heated in a microwave at 90° C. for 15 mins. The 1-(1-methylethyl)piperazine was blown off under a stream of nitrogen and the residue suspended in isopropanol (2 ml) and 2M sodium hydroxide (1 ml) added. The mixture was stirred at room temperature for 2 h. The solvent wa... Starting materials: [H][H] (hydrogen), C(CCCCCCC)=O.C(CCCCCCC)O (n-octanal n-octanol), C(CCCCCC=C)=O (7-octen-1-al), [H][H] (hydrogen). Reagents/catalysts: [Ni] (Raney nickel), [Ni] (nickel). Run in CCCCCC (n-hexane). Product: C(CCCCCCC)=O (n-octanal). RXN SMILES: [H][H].[CH:3](=[O:11])[CH2:4][CH2:5][CH2:6][CH2:7][CH2:8][CH:9]=[CH2:10].C(=O)CCCCCCC.C(O)CCCCCCC>[Ni].CCCCCC>[CH:3](=[O:11])[CH2:4][CH2:5][CH2:6][CH2:7][CH2:8][CH2:9][CH3:10] |f:2.3|. Procedure: The following run was carried out with another hydrogenation catalyst. A 100-ml three-necked flask equipped with a stirrer and a hydrogen gas inlet connected to a hydrogen gas reservoir equipped with a buret was charged with 20 ml (17.3 g) of the above distillate containing 7-octen-1-al, 20 ml of n-hexane and 0.5 g of a Raney nickel catalyst "NDT-65" (nickel content 45%; Kawaken Fine Chemicals), and the reaction was effected by stirring at room temperature and atmospheric pressure. With the prog... Reactants: ClC1=CC2=C(C(=N1)S(=O)(=O)C)N(C=N2)C (6-chloro-3-methyl-4-(methylsulfonyl)-3H-imidazo[4,5-c]pyridine), C[Si](C)(C)[N-][Si](C)(C)C.[Na+] (NaHMDS), C1CCOC1 (THF), O[C@H](C)[C@@H]1CC(N(C1)[C@H](C)C1=CC=C(C=C1)OC)=O ((R)-4-((R)-1-hydroxyethyl)-1-((R)-1-(4-methoxyphenyl)ethyl)pyrrolidin-2-one). Solvent: CN(C)C=O (DMF), CN(C)C=O (DMF). Run at time 18 minute. Product: ClC1=CC2=C(C(=N1)O[C@H](C)[C@@H]1CC(N(C1)[C@H](C)C1=CC=C(C=C1)OC)=O)N(C=N2)C ((R)-4-((R)-1-(6-chloro-3-methyl-3H-imidazo[4,5-c]pyridin-4-yloxy)ethyl)-1-((R)-1-(4-methoxyphenyl)ethyl)pyrrolidin-2-one). RXN SMILES: C[Si]([N-][Si](C)(C)C)(C)C.[Na+].C1COCC1.[OH:16][C@@H:17]([C@H:19]1[CH2:23][N:22]([C@@H:24]([C:26]2[CH:31]=[CH:30][C:29]([O:32][CH3:33])=[CH:28][CH:27]=2)[CH3:25])[C:21](=[O:34])[CH2:20]1)[CH3:18].[Cl:35][C:36]1[N:41]=[C:40](S(C)(=O)=O)[C:39]2[N:46]([CH3:49])[CH:47]=[N:48][C:38]=2[CH:37]=1>CN(C=O)C>[Cl:35][C:36]1[N:41]=[C:40]([O:16][C@@H:17]([C@H:19]2[CH2:23][N:22]([C@@H:24]([C:26]3[CH:27]=[CH:28][C:29]([O:32][CH3:33])=[CH:30][CH:31]=3)[CH3:25])[C:21](=[O:34])[CH2:20]2)[CH3:18])[C:39]2[N:46]([CH3:49])[CH:47]=[N:48][C:38]=2[CH:37]=1 |f:0.1|. Procedure details: A solution of NaHMDS in THF (1.0 M, 1.05 mL, 1.05 mmol) was added to a solution of (R)-4-((R)-1-hydroxyethyl)-1-((R)-1-(4-methoxyphenyl)ethyl)pyrrolidin-2-one 1.04 (277 mg, 1.05 mmol) in DMF (14 mL) at room temperature. After 18 minutes, a suspension of 6-chloro-3-methyl-4-(methylsulfonyl)-3H-imidazo[4,5-c]pyridine 2.04 (237 mg, 0.967 mmol) in DMF (4 mL) was added and mixture stirred at room temperature. After 40 minutes, LC/MS indicated full conversion to desired product. Reaction mixture was q... Reactants: O=C(N=C=S)c1ccccc1, Cc1ccccc1, O=C(c1ccco1)N1CCNCC1. The product is O=C(NC(=S)N1CCN(C(=O)c2ccco2)CC1)c1ccccc1. As a reaction SMILES: [C:14]([c:15]1[cH:16][cH:17][cH:18][cH:19][cH:20]1)(=[O:21])[N:22]=[C:23]=[S:24].[CH3:25][c:26]1[cH:27][cH:28][cH:29][cH:30][cH:31]1.[o:1]1[c:2]([C:6](=[O:7])[N:8]2[CH2:9][CH2:10][NH:11][CH2:12][CH2:13]2)[cH:3][cH:4][cH:5]1>>[o:1]1[c:2]([C:6](=[O:7])[N:8]2[CH2:9][CH2:10][N:11]([C:23]([NH:22][C:14]([c:15]3[cH:16][cH:17][cH:18][cH:19][cH:20]3)=[O:21])=[S:24])[CH2:12][CH2:13]2)[cH:3][cH:4][cH:5]1.